This data is from the Open Reaction Database (ORD), a public repository of structured organic reaction records. The task is: describe an organic reaction: reactants, conditions, products, and yield The reactants are Cc1cc[nH]c(=O)c1C#N, ClP(Cl)(Cl)(Cl)Cl, O, O=P(Cl)(Cl)Cl. The product is Cc1ccnc(Cl)c1C#N. As a reaction SMILES: [C:1](#[N:2])[c:3]1[c:4](=[O:10])[nH:5][cH:6][cH:7][c:8]1[CH3:9].[Cl:11][P:12]([Cl:13])([Cl:14])([Cl:15])[Cl:16].[OH2:22].[P:17]([Cl:18])([Cl:19])([Cl:20])=[O:21]>>[C:1](#[N:2])[c:3]1[c:4]([Cl:11])[n:5][cH:6][cH:7][c:8]1[CH3:9]. Reactants: N1C=CC2=CC=CC=C12 (indole), BrCCCC(=O)OCC (ethyl 4-bromobutyrate), C([O-])([O-])=O.[K+].[K+] (potassium carbonate). The solvent is CN(C=O)C (N,N-dimethylformamide). Reaction conditions: temperature 50 celsius. Yields the product N1(C=CC2=CC=CC=C12)CCCC(=O)OCC (ethyl 4-(1-indolyl)butyrate). Isolated yield 12.4%. RXN SMILES: [NH:1]1[C:9]2[C:4](=[CH:5][CH:6]=[CH:7][CH:8]=2)[CH:3]=[CH:2]1.Br[CH2:11][CH2:12][CH2:13][C:14]([O:16][CH2:17][CH3:18])=[O:15].C(=O)([O-])[O-].[K+].[K+]>CN(C)C=O>[N:1]1([CH2:11][CH2:12][CH2:13][C:14]([O:16][CH2:17][CH3:18])=[O:15])[C:9]2[C:4](=[CH:5][CH:6]=[CH:7][CH:8]=2)[CH:3]=[CH:2]1 |f:2.3.4|. Procedure details: A mixture of indole (11.7 g), ethyl 4-bromobutyrate (58.5 g) and potassium carbonate (41.5 g) in N,N-dimethylformamide (500 ml) was heated at 50° C. for 10 hours. The mixture was filtered and the filtrate was poured into a mixture of ethyl acetate and ice water. The organic layer was separated, washed with water, and dried over magnesium sulfate. After evaporation of the solvent, the residue was chromatographed on silica gel (1 kg) eluting with a mixture of methanol, chloroform and hexane (1:50:...